Dataset: the Open Reaction Database (ORD), a public repository of structured organic reaction records. Task: describe an organic reaction: reactants, conditions, products, and yield Starting materials: C(C)(C)(C)OC(=O)NCC(=O)N[C@@H]1C[C@H](N(C1)C(=O)OC(C)(C)C)COC1=CC=C(C=C1)C1=CC=CC=C1 ((2S,4R)-4-(N-tert-Butoxycarbonylglycylamino)-2-(4-biphenyloxy)methyl-N-tert-butoxycarbonylpyrrolidine). The solvent is Cl (hydrogen chloride), O1CCOCC1 (1,4-dioxane). Reaction conditions: time 2 hour. The product is NCC(=O)N[C@@H]1C[C@H](NC1)COC1=CC=C(C=C1)C1=CC=CC=C1 ((2S,4R)-4-Glycylamino-2-(4-Biphenyloxy)methylpyrrolidine). The yield is 95.2%. Reaction SMILES: C(OC([NH:8][CH2:9][C:10]([NH:12][C@H:13]1[CH2:17][N:16](C(OC(C)(C)C)=O)[C@H:15]([CH2:25][O:26][C:27]2[CH:32]=[CH:31][C:30]([C:33]3[CH:38]=[CH:37][CH:36]=[CH:35][CH:34]=3)=[CH:29][CH:28]=2)[CH2:14]1)=[O:11])=O)(C)(C)C>Cl.O1CCOCC1>[NH2:8][CH2:9][C:10]([NH:12][C@H:13]1[CH2:17][NH:16][C@H:15]([CH2:25][O:26][C:27]2[CH:32]=[CH:31][C:30]([C:33]3[CH:38]=[CH:37][CH:36]=[CH:35][CH:34]=3)=[CH:29][CH:28]=2)[CH2:14]1)=[O:11]. Procedure details: (2S,4R)-4-(N-tert-Butoxycarbonylglycylamino)-2-(4-biphenyloxy)methyl-N-tert-butoxycarbonylpyrrolidine (B, 431 mg) was dissolved in 4 N hydrogen chloride in 1,4-dioxane (4 mL). After stirring for 2 hr, the reaction mixture was evaporated in vacuo to give a white solid. The solid was washed with ether to afford the titled compound (254 mg): 1H NMR (400 MHz, D2O) δ 2.33 (m, 1H), 2.44 (m, 1H), 3.45 (dd, J=12.7, 4.4 Hz, 1H), 3.79 (dd, J=12.7, 6.8 Hz, 1H), 3.84 (s, 2H), 4.27 (dd, J=10.7, 6.8 Hz, 1H), ... Reactants: C=CCN=C=O, Cc1ccc(N)cc1C(=O)c1ccc(Nc2ccc(F)cc2F)cc1Cl, c1ccncc1. The product is C=CCNC(=O)Nc1ccc(C)c(C(=O)c2ccc(Nc3ccc(F)cc3F)cc2Cl)c1. RXN SMILES: [CH2:27]([CH:28]=[CH2:29])[N:30]=[C:31]=[O:32].[NH2:1][c:2]1[cH:3][cH:4][c:5]([CH3:26])[c:6]([C:8](=[O:9])[c:10]2[c:11]([Cl:25])[cH:12][c:13]([NH:16][c:17]3[c:18]([F:24])[cH:19][c:20]([F:23])[cH:21][cH:22]3)[cH:14][cH:15]2)[cH:7]1.[cH:33]1[cH:34][cH:35][n:36][cH:37][cH:38]1>>[NH:1]([c:2]1[cH:3][cH:4][c:5]([CH3:26])[c:6]([C:8](=[O:9])[c:10]2[c:11]([Cl:25])[cH:12][c:13]([NH:16][c:17]3[c:18]([F:24])[cH:19][c:20]([F:23])[cH:21][cH:22]3)[cH:14][cH:15]2)[cH:7]1)[C:31]([NH:30][CH2:27][CH:28]=[CH2:29])=[O:32]. Starting materials: solution, [F-].C(CCC)[N+](CCCC)(CCCC)CCCC (tetrabutylammonium fluoride), C(C)(C)(C)[SiH2]OC(C1=C(C=CC=C1C1=CN(C(C(=C1)NC1=NC=C(C=C1)C(=O)N1CCOCC1)=O)C)N1C(C2=CC=C(C=C2C=C1)C1CC1)=O)(C)C (2-(2-(tert-Butyl-dimethyl-silanyloxymethyl)-3-{1-methyl-5-[5-(morpholine-4-carbonyl)-pyridin-2-ylamino]-6-oxo-1,6-dihydro-pyridin-3-yl}-phenyl)-6-cyclopropyl-2H-isoquinolin-1-one). Solvent: C1CCOC1 (THF), C1CCOC1 (THF). Run at time 15 minute. The product is C1(CC1)C=1C=C2C=CN(C(C2=CC1)=O)C1=C(C(=CC=C1)C1=CN(C(C(=C1)NC1=NC=C(C=C1)C(=O)N1CCOCC1)=O)C)CO (6-Cyclopropyl-2-(2-hydroxymethyl-3-{1-methyl-5-[5-(morpholine-4-carbonyl)-pyridin-2-ylamino]-6-oxo-1,6-dihydro-pyridin-3-yl}-phenyl)-2H-isoquinolin-1-one). As a reaction SMILES: C([SiH2][O:6][C:7](C)(C)[C:8]1[C:13]([C:14]2[CH:19]=[C:18]([NH:20][C:21]3[CH:26]=[CH:25][C:24]([C:27]([N:29]4[CH2:34][CH2:33][O:32][CH2:31][CH2:30]4)=[O:28])=[CH:23][N:22]=3)[C:17](=[O:35])[N:16]([CH3:36])[CH:15]=2)=[CH:12][CH:11]=[CH:10][C:9]=1[N:37]1[CH:46]=[CH:45][C:44]2[C:39](=[CH:40][CH:41]=[C:42]([CH:47]3[CH2:49][CH2:48]3)[CH:43]=2)[C:38]1=[O:50])(C)(C)C.[F-].C([N+](CCCC)(CCCC)CCCC)CCC>C1COCC1>[CH:47]1([C:42]2[CH:43]=[C:44]3[C:39](=[CH:40][CH:41]=2)[C:38](=[O:50])[N:37]([C:9]2[CH:10]=[CH:11][CH:12]=[C:13]([C:14]4[CH:19]=[C:18]([NH:20][C:21]5[CH:26]=[CH:25][C:24]([C:27]([N:29]6[CH2:34][CH2:33][O:32][CH2:31][CH2:30]6)=[O:28])=[CH:23][N:22]=5)[C:17](=[O:35])[N:16]([CH3:36])[CH:15]=4)[C:8]=2[CH2:7][OH:6])[CH:46]=[CH:45]3)[CH2:48][CH2:49]1 |f:1.2|. Reported procedure: 2-(2-(tert-Butyl-dimethyl-silanyloxymethyl)-3-{1-methyl-5-[5-(morpholine-4-carbonyl)-pyridin-2-ylamino]-6-oxo-1,6-dihydro-pyridin-3-yl}-phenyl)-6-cyclopropyl-2H-isoquinolin-1-one (56 mg, 0.078 mmol) was dissolved in 3 mL anhydrous THF. Added a 1.0 M solution of tetrabutylammonium fluoride (466 μL, 466 mmol) in THF and stirred at room temperature for 15 min. Partitioned the reaction mixture between 8 mL of water and 10 mL of CH2Cl2 and separated phases. Washed the organic phase with 8 mL of 1.0 M... The product is SC1=NN=C(C(N1)=O)C(C)NC(CCC)=O (N-[1-(3-Mercapto-4,5-dihydro-5-oxo-1,2,4-triazin-6-yl)ethyl]-butyramide). Starting materials: SC1=NN=C(C(N1)=O)C(C)NC(CC(C)C)=O (N-[1-(3-mercapto-4,5-dihydro-5-oxo-1,2,4-triazin-6-yl)ethyl]3-methylbutyramide), C(CC(C)C)(=O)NC(C(C(=O)OCC)=O)C (ethyl 3-isovaleramido-2-oxo-butyrate), thiosemicarbazone. Procedure details: In a similar manner was prepared N-[1-(3-mercapto-4,5-dihydro-5-oxo-1,2,4-triazin-6-yl)ethyl]3-methylbutyramide (10.0 g) m.p. 195°-196° (from ethyl acetate) from ethyl 3-isovaleramido-2-oxo-butyrate, thiosemicarbazone (16.56 g). Reaction SMILES: [SH:1][C:2]1[NH:7][C:6](=[O:8])[C:5]([CH:9]([NH:11][C:12](=[O:17])[CH2:13][CH:14](C)[CH3:15])[CH3:10])=[N:4][N:3]=1.C(NC(C)C(=O)C(OCC)=O)(=O)CC(C)C>>[SH:1][C:2]1[NH:7][C:6](=[O:8])[C:5]([CH:9]([NH:11][C:12](=[O:17])[CH2:13][CH2:14][CH3:15])[CH3:10])=[N:4][N:3]=1. The reactants are solution, solution, C(C(=C)CC(=O)[O-])(=O)[O-].[Na+].[Na+] (disodium itaconate), S(=O)(=O)([O-])OOS(=O)(=O)[O-] (persulfate), S(=O)(=O)([O-])OOS(=O)(=O)[O-] (persulfate), CC(=O)OC=C.C=CCl (tygon), C(C=C)(=O)N (acrylamide), solution, [PH2](=O)[O-].[Na+] (sodium hypophosphite). Reagents/catalysts: C(CN(CC(=O)[O-])CC(=O)[O-])N(CC(=O)[O-])CC(=O)[O-].[Na+].[Na+].[Na+].[Na+] (Versene 100). The solvent is O (water), O (water), O (water), O (water). Conditions: temperature 75 celsius. Product: S(=O)(=O)([O-])OOS(=O)(=O)[O-].[Na+].[Na+] (sodium persulfate). Reaction SMILES: C(N)(=O)C=C.C([O-])(=O)C(CC([O-])=O)=C.[Na+:15].[Na+].[PH2]([O-])=O.[Na+].CC(OC=C)=O.C=CCl.[S:30]([O:34][O:35][S:36]([O-:39])(=[O:38])=[O:37])([O-:33])(=[O:32])=[O:31]>O.C(N(CC([O-])=O)CC([O-])=O)CN(CC([O-])=O)CC([O-])=O.[Na+].[Na+].[Na+].[Na+]>[S:30]([O:34][O:35][S:36]([O-:39])(=[O:38])=[O:37])([O-:33])(=[O:32])=[O:31].[Na+:15].[Na+:15] |f:1.2.3,4.5,6.7,10.11.12.13.14,15.16.17|. Procedure: Into a 1 liter resin flask fitted with a stirrer, condensor, thermometer, nitrogen inlet and port for adding liquid is placed 425 g of deionized water, 200 g of a 50% solution of acrylamide, 276 g of a 50% solution of AMPS, 30 g of a 40% solution of disodium itaconate and 0.24 g of Versene 100. The solution is stirred and to it added 0.2 g of sodium hypophosphite dissolved in 16 g of deionized water. The solution is stirred, nitrogen introduced sub-surface and the solution then heated to 75° C. ...